From a dataset of the Open Reaction Database (ORD), a public repository of structured organic reaction records. describe an organic reaction: reactants, conditions, products, and yield The reactants are C(#N)C1=CC=C(C=C1)NC(NC(=O)C1=CC=C(OCC(=O)OC)C=C1)=O (methyl 4-[4-(4-cyanophenyl)allophanoyl]phenoxyacetate), N1=CC=CC=C1 (pyridine), S (H2S). Solvent: C(C)N(CC)CC (triethylamine). Conditions: time 8 hour. Yields the product C(N)(=S)C1=CC=C(C=C1)NC(NC(=O)C1=CC=C(OCC(=O)OC)C=C1)=O (methyl 4-[4-(4-thiocarbamoylphenyl)allophanoyl]phenoxyacetate). Reaction SMILES: [C:1]([C:3]1[CH:8]=[CH:7][C:6]([NH:9][C:10](=[O:26])[NH:11][C:12]([C:14]2[CH:25]=[CH:24][C:17]([O:18][CH2:19][C:20]([O:22][CH3:23])=[O:21])=[CH:16][CH:15]=2)=[O:13])=[CH:5][CH:4]=1)#[N:2].N1C=CC=CC=1.[SH2:33]>C(N(CC)CC)C>[C:1]([C:3]1[CH:4]=[CH:5][C:6]([NH:9][C:10](=[O:26])[NH:11][C:12]([C:14]2[CH:25]=[CH:24][C:17]([O:18][CH2:19][C:20]([O:22][CH3:23])=[O:21])=[CH:16][CH:15]=2)=[O:13])=[CH:7][CH:8]=1)(=[S:33])[NH2:2]. Procedure: A mixture of the product of step (a) (600 mg), pyridine (56 ml) and triethylamine (8 ml) was covered with a blanket of H2S gas and stirred at ambient temperature overnight. The dark green reaction mixture was evaporated to dryness and the residue was stirred with dry ether for 1 hour. The resultant solid was collected and washed thoroughly with ether to give methyl 4-[4-(4-thiocarbamoylphenyl)allophanoyl]phenoxyacetate (593 mg) as a yellow solid; m.p. 215°-218° C. (decomposes); NMR Spectrum (DMS... Reactants: C1CCC(CC1)N=C=NC2CCCCC2 (DCC), N([C@@H]([C@@H](C)CC)C(=O)O)C(=O)OC(C)(C)C (Boc-Ile), 1-HOBT, NCC1=NC=CC=C1 (2-(aminomethyl)pyridine). Run in C(Cl)Cl (CH2Cl2). Conditions: time 35 minute. The product is N([C@@H]([C@@H](C)CC)C(=O)O)C(=O)OC(C)(C)C.NCC1=NC=CC=C1 (Boc-Ile 2-(aminomethyl)pyridine). Yield: 94.4%. As a reaction SMILES: [NH:1]([C:10]([O:12][C:13]([CH3:16])([CH3:15])[CH3:14])=[O:11])[C@H:2]([C:7]([OH:9])=[O:8])[C@H:3]([CH2:5][CH3:6])[CH3:4].[NH2:17][CH2:18][C:19]1[CH:24]=[CH:23][CH:22]=[CH:21][N:20]=1.C1CCC(N=C=NC2CCCCC2)CC1>C(Cl)Cl>[NH:1]([C:10]([O:12][C:13]([CH3:15])([CH3:14])[CH3:16])=[O:11])[C@H:2]([C:7]([OH:9])=[O:8])[C@H:3]([CH2:5][CH3:6])[CH3:4].[NH2:17][CH2:18][C:19]1[CH:24]=[CH:23][CH:22]=[CH:21][N:20]=1 |f:4.5|. Reported procedure: Stir 3.15 g (13.6 mmoles) of Boc-Ile, 2.08 g (13.6 mmoles) of 1-HOBT, and 1.34 g (12.3 mmoles) of 2-(aminomethyl)pyridine in 150 ml of CH2Cl2 for 10 minutes. Add 2.81 g (13.6 mmoles) of DCC and stir at room temperature for 35 minutes, then filter off DCU. Extract the filtrate with aq. NaHCO3, filter the organic layers through Na2SO4, and concentrate. Filter off DCU again, then chromatograph the crude production silica gel, eluting with 4% MeOH-CH2Cl2, to obtain 3.94 g (100%) of product. The prod... Starting materials: COC(C(CC(C)C)C=1C=C(C=C(C1)OS(=O)(=O)C(F)(F)F)C1=CC=C(C=C1)C(F)(F)F)=O (4-methyl-2-(5-trifluoromethanesulfonyloxy-4′-trifluoromethyl-biphenyl-3-yl)-pentanoic acid methyl ester), C1NCCC2=CC=CC=C12 (tetrahydroisoquinoline). Yields the product COC(C(CC(C)C)C=1C=C(C=C(C1)N1CC2=CC=CC=C2CC1)C1=CC=C(C=C1)C(F)(F)F)=O (4-Methyl-2-[-5-(3,4-dihydroisoquinolin-2(1H)-yl)-4′-(trifluoromethyl)biphenyl-3-yl]-pentanoic acid methyl ester). Yield: 85.0%. As a reaction SMILES: [CH3:1][O:2][C:3](=[O:33])[CH:4]([C:9]1[CH:10]=[C:11]([C:23]2[CH:28]=[CH:27][C:26]([C:29]([F:32])([F:31])[F:30])=[CH:25][CH:24]=2)[CH:12]=[C:13](OS(C(F)(F)F)(=O)=O)[CH:14]=1)[CH2:5][CH:6]([CH3:8])[CH3:7].[CH2:34]1[C:43]2[C:38](=[CH:39][CH:40]=[CH:41][CH:42]=2)[CH2:37][CH2:36][NH:35]1>>[CH3:1][O:2][C:3](=[O:33])[CH:4]([C:9]1[CH:10]=[C:11]([C:23]2[CH:28]=[CH:27][C:26]([C:29]([F:30])([F:32])[F:31])=[CH:25][CH:24]=2)[CH:12]=[C:13]([N:35]2[CH2:36][CH2:37][C:38]3[C:43](=[CH:42][CH:41]=[CH:40][CH:39]=3)[CH2:34]2)[CH:14]=1)[CH2:5][CH:6]([CH3:7])[CH3:8]. Reported procedure: The title compound was prepared in 85% yield from 4-methyl-2-(5-trifluoromethanesulfonyloxy-4′-trifluoromethyl-biphenyl-3-yl)-pentanoic acid methyl ester and tetrahydroisoquinoline under the conditions described in Example 24, step (a). Starting materials: bis(tri-cyclo-hexylphosphine)palladium, COC(C1=CC(=CC=C1)COC1=CC=C(C=C1)I)=O (3-(4-iodo-phenoxymethyl)-benzoic acid methyl ester), COC(C1=CC(=CC=C1)COC1=CC=C(C=C1)I)=O (3-(4-iodo-phenoxymethyl)-benzoic acid methyl ester), COCC1=C(C=CC=C1)B(O)O (2-methoxymethylphenylboronic acid). The solvent is O1CCOCC1 (dioxane). Run at time 5 minute. Yields the product COCC1=C(C=CC=C1)C1=CC=C(C=C1)OCC=1C=C(C(=O)O)C=CC1 (3-(2′-methoxymethyl-biphenyl-4-yloxymethyl)-benzoic acid). As a reaction SMILES: C[O:2][C:3](=[O:19])[C:4]1[CH:9]=[CH:8][CH:7]=[C:6]([CH2:10][O:11][C:12]2[CH:17]=[CH:16][C:15](I)=[CH:14][CH:13]=2)[CH:5]=1.[CH3:20][O:21][CH2:22][C:23]1[CH:28]=[CH:27][CH:26]=[CH:25][C:24]=1B(O)O>O1CCOCC1>[CH3:20][O:21][CH2:22][C:23]1[CH:28]=[CH:27][CH:26]=[CH:25][C:24]=1[C:15]1[CH:16]=[CH:17][C:12]([O:11][CH2:10][C:6]2[CH:5]=[C:4]([CH:9]=[CH:8][CH:7]=2)[C:3]([OH:2])=[O:19])=[CH:13][CH:14]=1. Reported procedure: A solution of 3-(4-iodo-phenoxymethyl)-benzoic acid methyl ester (of intermediate 1; 37 mg, 0.1 mmol) in dioxane (2 mL) was degassed with nitrogen and then added to a reaction vial containing 2-methoxymethylphenylboronic acid (available from Apollo Scientific Ltd., Stockport, UK). The solution was sonicated and degassed and a solution of sodium hydroxide (4 M, 0.2 mL) was added, followed by bis(tri-cyclo-hexylphosphine)palladium (available from Strem Chemicals, Inc., Newburyport, Mass.; 0.005 mm... RXN SMILES: [B:18]([Br:19])([Br:20])[Br:21].[CH2:1]([CH3:2])[c:3]1[n:4][n:5](-[c:10]2[cH:11][cH:12][c:13]([O:16][CH3:17])[cH:14][cH:15]2)[c:6]([CH2:8][CH3:9])[cH:7]1.[CH2:22]([Cl:23])[Cl:24]>>[CH2:1]([CH3:2])[c:3]1[n:4][n:5](-[c:10]2[cH:11][cH:12][c:13]([OH:16])[cH:14][cH:15]2)[c:6]([CH2:8][CH3:9])[cH:7]1. Reactants: BrB(Br)Br, CCc1cc(CC)n(-c2ccc(OC)cc2)n1, ClCCl. Product: CCc1cc(CC)n(-c2ccc(O)cc2)n1. Starting materials: C(=O)C1=CN=C(C2=CC=CC=C12)OC1=CC=C(C(=O)N)C=C1 (4-(4-formylisoquinolin-1-yloxy)-benzamide), Cl.C1(CCCCC1)CCN (2-cyclohexylethylamine hydrochloride). Procedure: Using the procedure outlined in Example 96, 4-(4-formylisoquinolin-1-yloxy)-benzamide (Preparation 16) and 2-cyclohexylethylamine hydrochloride were converted to the title compound: RT=2.70 min; m/z (ES+)=404.0 [M+H]+. Yields the product C1(CCCCC1)CCNCC1=CN=C(C2=CC=CC=C12)OC1=CC=C(C(=O)N)C=C1 (4-{4-[(2-Cyclohexylethylamino)methyl]isoquinolin-1-yloxy}benzamide). RXN SMILES: [CH:1]([C:3]1[C:12]2[C:7](=[CH:8][CH:9]=[CH:10][CH:11]=2)[C:6]([O:13][C:14]2[CH:22]=[CH:21][C:17]([C:18]([NH2:20])=[O:19])=[CH:16][CH:15]=2)=[N:5][CH:4]=1)=O.Cl.[CH:24]1([CH2:30][CH2:31][NH2:32])[CH2:29][CH2:28][CH2:27][CH2:26][CH2:25]1>>[CH:24]1([CH2:30][CH2:31][NH:32][CH2:1][C:3]2[C:12]3[C:7](=[CH:8][CH:9]=[CH:10][CH:11]=3)[C:6]([O:13][C:14]3[CH:22]=[CH:21][C:17]([C:18]([NH2:20])=[O:19])=[CH:16][CH:15]=3)=[N:5][CH:4]=2)[CH2:29][CH2:28][CH2:27][CH2:26][CH2:25]1 |f:1.2|. The reactants are C(C)(C)N1CCC(CC1)N (1-isopropylpiperidin-4-amine), C([O-])([O-])=O.[K+].[K+] (potassium carbonate), BrCCCC(=O)OCC (ethyl 4-bromobutyrate). The solvent is CN(C)C=O (DMF), CN(C)C=O (DMF). Run at time 96 hour. Product: C(C)(C)N1CCC(CC1)NCCCC(=O)OCC (ethyl 4-[(1-isopropylpiperidin-4-yl)amino]butyrate). Yield: 51.1%. RXN SMILES: [CH:1]([N:4]1[CH2:9][CH2:8][CH:7]([NH2:10])[CH2:6][CH2:5]1)([CH3:3])[CH3:2].C(=O)([O-])[O-].[K+].[K+].Br[CH2:18][CH2:19][CH2:20][C:21]([O:23][CH2:24][CH3:25])=[O:22]>CN(C=O)C>[CH:1]([N:4]1[CH2:9][CH2:8][CH:7]([NH:10][CH2:18][CH2:19][CH2:20][C:21]([O:23][CH2:24][CH3:25])=[O:22])[CH2:6][CH2:5]1)([CH3:3])[CH3:2] |f:1.2.3|. Reported procedure: Under an argon atmosphere, to a mixed liquid of 1.06 g of 1-isopropylpiperidin-4-amine, 1.00 g of potassium carbonate, and 5.0 mL of DMF was added dropwise a mixture of 0.70 g of ethyl 4-bromobutyrate and 2.0 mL of DMF under ice-cooling, followed by washing with 3.0 mL of DMF. After stirring at room temperature for 96 hours, the reaction mixture was concentrated under reduced pressure. The obtained residue was purified by silica gel column chromatography (aqueous ammonia-methanol-chloroform) to ... Reactants: CCO, COC(=O)c1ccc(F)c([N+](=O)[O-])c1, [H][H], [Pd]. The product is COC(=O)c1ccc(F)c(N)c1. As a reaction SMILES: [CH3:17][CH2:18][OH:19].[CH3:1][O:2][C:3]([c:4]1[cH:5][c:6]([N+:11]([O-:12])=[O:13])[c:7]([F:10])[cH:8][cH:9]1)=[O:14].[H:15][H:16].[Pd:20]>>[CH3:1][O:2][C:3]([c:4]1[cH:5][c:6]([NH2:11])[c:7]([F:10])[cH:8][cH:9]1)=[O:14]. The reactants are [N+](=O)([O-])C1=CC=C(C=C1)S(=O)(=O)OC[C@H]1NC([C@@H](C1)CCCCl)=O (((2S,4R)-4-(3-chloropropyl)-5-oxopyrrolidin-2-yl)methyl 4-nitrobenzenesulfonate), [N-]=[N+]=[N-].[Na+] (NaN3), [N-]=[N+]=[N-] (azide). Run in CN(C)C=O (DMF). Yields the product N(=[N+]=[N-])C[C@@H]1C[C@H](C(N1)=O)CCCCl ((3R,5S)-5-(azidomethyl)-3-(3-chloropropyl)pyrrolidin-2-one), syrup. Isolated yield 94.0%. Reaction SMILES: [N+](C1C=CC(S(O[CH2:14][C@@H:15]2[CH2:19][C@@H:18]([CH2:20][CH2:21][CH2:22][Cl:23])[C:17](=[O:24])[NH:16]2)(=O)=O)=CC=1)([O-])=O.[N-:25]=[N+:26]=[N-:27].[Na+].[N-]=[N+]=[N-]>CN(C=O)C>[N:25]([CH2:14][C@H:15]1[NH:16][C:17](=[O:24])[C@H:18]([CH2:20][CH2:21][CH2:22][Cl:23])[CH2:19]1)=[N+:26]=[N-:27] |f:1.2|. Procedure: The ((2S,4R)-4-(3-chloropropyl)-5-oxopyrrolidin-2-yl)methyl 4-nitrobenzenesulfonate (18.05 g, 45.2 mmol) and NaN3 (3.23 g, 49.7 mmol, 1.1 equiv) were stirred in 100 mL of DMF for 19 h. After this time a white solid had formed and LC/MS analysis showed formation of the desired azide. The DMF was removed in vacuo and the residue partitioned between EtOAc/H2O (100+100 mL). The mixture was transferred to a separatory funnel and the layers separated. The aqueous layer was extracted with 100 mL additi...